The task is: describe an organic reaction: reactants, conditions, products, and yield. This data is from the Open Reaction Database (ORD), a public repository of structured organic reaction records. Starting materials: COC1=CC=C(C=C1)C1=C(C2=C(S1)C=C(C=C2)OC)C(C2=CC=C(C=C2)OC)=O (2-(4-Methoxyphenyl)-3-(4-methoxybenzoyl)-6-methoxybenzo[b]thiophene), B(Br)(Br)Br (boron tribromide). Solvent: C(Cl)(Cl)Cl (chloroform). Reaction conditions: temperature 10 celsius. Product: OC1=CC=C(C=C1)C1=C(C2=C(S1)C=C(C=C2)O)C(C2=CC=C(C=C2)OC)=O (2-(4-Hydroxyphenyl)-3-(4-Methoxybenzoyl)-6-Hydroxybenzo[b]thiophene). The yield is 11.8%. Reaction SMILES: C[O:2][C:3]1[CH:8]=[CH:7][C:6]([C:9]2[S:13][C:12]3[CH:14]=[C:15]([O:18]C)[CH:16]=[CH:17][C:11]=3[C:10]=2[C:20](=[O:29])[C:21]2[CH:26]=[CH:25][C:24]([O:27][CH3:28])=[CH:23][CH:22]=2)=[CH:5][CH:4]=1.B(Br)(Br)Br>C(Cl)(Cl)Cl>[OH:2][C:3]1[CH:4]=[CH:5][C:6]([C:9]2[S:13][C:12]3[CH:14]=[C:15]([OH:18])[CH:16]=[CH:17][C:11]=3[C:10]=2[C:20](=[O:29])[C:21]2[CH:26]=[CH:25][C:24]([O:27][CH3:28])=[CH:23][CH:22]=2)=[CH:7][CH:8]=1. Procedure: 2-(4-Methoxyphenyl)-3-(4-methoxybenzoyl)-6-methoxybenzo[b]thiophene (53 g, 131 mmol) was dissolved in chloroform and cooled to 10° C. To this stirring mixture was added boron tribromide (75 g, 296 mmol) and the reaction was allowed to proceed for twenty-four hours at ambient temperature. The reaction was terminated by pouring into water. The organic layer was separated, filtered, and evaporated to dryness. The residue was dissolved in benzene, filtered, and evaporated to dryness. The crude produ... Procedure: Imidazole (24 g) and t-butyldiphenylsilyl chloride (96 g) were added to DMF (300 ml) solution of 5-hydroxymethyl-2-mercaptobenzoimidazole (60 g), and the mixture was stirred at room temperature for 2 hours. Next, this was mixed with MeOH (50 ml) and stirred and then mixed with water and diisopropyl ether and further stirred. The precipitate was collected by filtration and washed with water and diisopropyl ether to obtain 5-(t-butyldiphenylsilyloxymethyl)-2-mercaptobenzoimidazole (107 g). Next, 2... The reactants are C(C)(C)OC(C)C (diisopropyl ether), N1C=NC=C1 (Imidazole), [Si](C1=CC=CC=C1)(C1=CC=CC=C1)(C(C)(C)C)Cl (t-butyldiphenylsilyl chloride), OCC1=CC2=C(N=C(N2)S)C=C1 (5-hydroxymethyl-2-mercaptobenzoimidazole). Conditions: time 2 hour. As a reaction SMILES: N1C=CN=C1.[Si:6](Cl)([C:19]([CH3:22])([CH3:21])[CH3:20])([C:13]1[CH:18]=[CH:17][CH:16]=[CH:15][CH:14]=1)[C:7]1[CH:12]=[CH:11][CH:10]=[CH:9][CH:8]=1.[OH:24][CH2:25][C:26]1[CH:35]=[CH:34][C:29]2[N:30]=[C:31]([SH:33])[NH:32][C:28]=2[CH:27]=1.C(OC(C)C)(C)C>O.CO.CN(C=O)C>[Si:6]([O:24][CH2:25][C:26]1[CH:35]=[CH:34][C:29]2[N:30]=[C:31]([SH:33])[NH:32][C:28]=2[CH:27]=1)([C:19]([CH3:22])([CH3:21])[CH3:20])([C:13]1[CH:18]=[CH:17][CH:16]=[CH:15][CH:14]=1)[C:7]1[CH:12]=[CH:11][CH:10]=[CH:9][CH:8]=1. The yield is 76.8%. Run in O (water), CN(C)C=O (DMF), CO (MeOH). The product is [Si](C1=CC=CC=C1)(C1=CC=CC=C1)(C(C)(C)C)OCC1=CC2=C(N=C(N2)S)C=C1 (5-(t-butyldiphenylsilyloxymethyl)-2-mercaptobenzoimidazole). Reactants: N(=NC(=O)OCC)C(=O)OCC (diethyl azodicarboxylate), C(=O)(OC(C)(C)C)N[C@H]1C[C@H](C1)CO (cis-3-(N-BOC-amino)-cyclobutanemethanol), ON1C(C=2C(C1=O)=CC=CC2)=O (N-hydroxyphthalimide), C1(=CC=CC=C1)P(C1=CC=CC=C1)C1=CC=CC=C1 (triphenylphosphine). Run in C1=CC=CC=C1 (benzene), C1=CC=CC=C1 (benzene). The product is C(=O)(OC(C)(C)C)N[C@H]1C[C@H](C1)CON1C(C2=CC=CC=C2C1=O)=O (2-[cis-3-(N-BOC-amino)-cyclobutylmethoxyl]-1H-isoindole-1,3(2H)-dione). RXN SMILES: N(C(OCC)=O)=NC(OCC)=O.[C:13]([NH:20][C@@H:21]1[CH2:24][C@H:23]([CH2:25][OH:26])[CH2:22]1)([O:15][C:16]([CH3:19])([CH3:18])[CH3:17])=[O:14].O[N:28]1[C:32](=[O:33])[C:31]2=[CH:34][CH:35]=[CH:36][CH:37]=[C:30]2[C:29]1=[O:38].C1(P(C2C=CC=CC=2)C2C=CC=CC=2)C=CC=CC=1>C1C=CC=CC=1>[C:13]([NH:20][C@@H:21]1[CH2:24][C@H:23]([CH2:25][O:26][N:28]2[C:32](=[O:33])[C:31]3[C:30](=[CH:37][CH:36]=[CH:35][CH:34]=3)[C:29]2=[O:38])[CH2:22]1)([O:15][C:16]([CH3:19])([CH3:18])[CH3:17])=[O:14]. Procedure details: A solution of 6.54 ml (0.0391 mol) of diethyl azodicarboxylate (93%) in 30 ml of benzene is added dropwise to a mixture of 7.5 g (0.03726 mol) of cis-3-(N-BOC-amino)-cyclobutanemethanol, 6.08 g (0.03726 mol) of N-hydroxyphthalimide, 9.774 g (0.03726 mol) of triphenylphosphine and 120 ml of benzene at 20°-30° C., while stirring. The reaction mixture is stirred at room temperature for 2 hours and filtered, the crystalline residue (diethyl 1,2-hydrazinedicarboxylate) is washed with benzene and the ... Reactants: [N+](=O)([O-])C1=CC2=C(N=CS2)C=C1 (6-nitrobenzothiazole), Cl[Sn]Cl (SnCl2), [NH4+].[OH-] (NH4OH). Run in Cl (HCl). Conditions: time 8 hour. Yields the product S1C=NC2=C1C=C(C=C2)N (benzo[d]thiazol-6-amine). Yield: 99.9%. Reaction SMILES: [N+:1]([C:4]1[CH:12]=[CH:11][C:7]2[N:8]=[CH:9][S:10][C:6]=2[CH:5]=1)([O-])=O.Cl[Sn]Cl.[NH4+].[OH-]>Cl>[S:10]1[C:6]2[CH:5]=[C:4]([NH2:1])[CH:12]=[CH:11][C:7]=2[N:8]=[CH:9]1 |f:2.3|. Reported procedure: To a solution of 6-nitrobenzothiazole (3.8 g, 0.02 mol) in 40 ml 2N HCl was added SnCl2 (15.9 g, 0.06 mol), and the mixture was stirred at room temperature overnight. The reaction mixture was treated with concentrated NH4OH to pH 11 and extracted with ethyl acetate (3×150 ml). The combined organic phase was concentrated under reduced pressure. The residue was purified (silica gel chromatography) to give benzo[d]thiazol-6-amine (3 g, 72%). Starting materials: NC[C@@H]1[C@H]2C[C@H]2CN1C(=O)C=1N=C(SC1C=1C=C(C=CC1)C)C (((1S,2S,5R)-2-Aminomethyl-3-aza-bicyclo[3.1.0]hex-3-yl)-(2-methyl-5-m-tolyl-thiazol-4-yl)-methanone), IC=1C=C(C(=O)O)C=CC1 (3-Iodo-benzoic acid). Yields the product IC=1C=C(C(=O)NC[C@@H]2[C@H]3C[C@H]3CN2C(=O)C=2N=C(SC2C=2C=C(C=CC2)C)C)C=CC1 (3-Iodo-N-[(1S,2S,5R)-3-(2-methyl-5-m-tolyl-thiazole-4-carbonyl)-3-aza-bicyclo[3.1.0]hex-2-ylmethyl]-benzamide). Reaction SMILES: [NH2:1][CH2:2][C@H:3]1[N:8]([C:9]([C:11]2[N:12]=[C:13]([CH3:23])[S:14][C:15]=2[C:16]2[CH:17]=[C:18]([CH3:22])[CH:19]=[CH:20][CH:21]=2)=[O:10])[CH2:7][C@H:6]2[C@@H:4]1[CH2:5]2.[I:24][C:25]1[CH:26]=[C:27]([CH:31]=[CH:32][CH:33]=1)[C:28](O)=[O:29]>>[I:24][C:25]1[CH:26]=[C:27]([CH:31]=[CH:32][CH:33]=1)[C:28]([NH:1][CH2:2][C@H:3]1[N:8]([C:9]([C:11]2[N:12]=[C:13]([CH3:23])[S:14][C:15]=2[C:16]2[CH:17]=[C:18]([CH3:22])[CH:19]=[CH:20][CH:21]=2)=[O:10])[CH2:7][C@H:6]2[C@@H:4]1[CH2:5]2)=[O:29]. Procedure details: prepared by reaction of ((1S,2S,5R)-2-Aminomethyl-3-aza-bicyclo[3.1.0]hex-3-yl)-(2-methyl-5-m-tolyl-thiazol-4-yl)-methanone with 3-Iodo-benzoic acid. Reactants: CC(=O)OC1OC2(CCN(Cc3ccccc3)CC2)c2cccnc21, CC[SiH](CC)CC, ClCCl. The product is c1ccc(CN2CCC3(CC2)OCc2ncccc23)cc1. As a reaction SMILES: [C:1]([O:2][CH:5]1[O:6][C:7]2([c:8]3[c:9]1[n:10][cH:11][cH:12][cH:13]3)[CH2:14][CH2:15][N:16]([CH2:19][c:20]1[cH:21][cH:22][cH:23][cH:24][cH:25]1)[CH2:17][CH2:18]2)(=[O:3])[CH3:4].[CH2:26]([SiH:27]([CH2:28][CH3:29])[CH2:30][CH3:31])[CH3:32].[Cl:33][CH2:34][Cl:35]>>[CH2:5]1[O:6][C:7]2([c:8]3[c:9]1[n:10][cH:11][cH:12][cH:13]3)[CH2:14][CH2:15][N:16]([CH2:19][c:20]1[cH:21][cH:22][cH:23][cH:24][cH:25]1)[CH2:17][CH2:18]2. The reactants are C(C)(C)NC1CCCCC1 (N-isopropylcyclohexylamine), C(C)(C)N(C(C)C)[SiH3] (di-isopropylaminosilane). Product: C(C)(C)N(C1CCCCC1)[SiH3] (N-isopropylcyclohexylaminosilane). Yield: 16.7%. As a reaction SMILES: [CH:1]([NH:4][CH:5]1[CH2:10][CH2:9][CH2:8][CH2:7][CH2:6]1)([CH3:3])[CH3:2].C(N([SiH3:18])C(C)C)(C)C>>[CH:1]([N:4]([SiH3:18])[CH:5]1[CH2:10][CH2:9][CH2:8][CH2:7][CH2:6]1)([CH3:3])[CH3:2]. Procedure details: In a 500 ml Schlenk flask 247.3 g (1.75 mol) N-isopropylcyclohexylamine and 229.9 g (1.75 mol) di-isopropylaminosilane were refluxed for 8 days under nitrogen. The byproduct di-isopropylamine was removed with vacuum at a pressure of 40 mmHg and 50° C. Fractional vacuum distillation provided 50 g of pure N-isopropylcyclohexylaminosilane. The normal boiling point (measured at 1 atmosphere) is about 199° C. measured by differential scanning calorimetry (DSC). The end-product was characterized by ma...